Dataset: the Open Reaction Database (ORD), a public repository of structured organic reaction records. Task: describe an organic reaction: reactants, conditions, products, and yield Starting materials: O=C1CCC(=O)N1Br, Cc1csc(C2CCN(C(=O)OC(C)(C)C)CC2)c1, CO, CCOC(C)=O. The product is Cc1cc(C2CCN(C(=O)OC(C)(C)C)CC2)sc1Br. RXN SMILES: [Br:22][N:23]1[C:24](=[O:25])[CH2:26][CH2:27][C:28]1=[O:29].[CH3:1][c:2]1[cH:3][c:4]([CH:7]2[CH2:8][CH2:9][N:10]([C:13](=[O:14])[O:15][C:16]([CH3:17])([CH3:18])[CH3:19])[CH2:11][CH2:12]2)[s:5][cH:6]1.[CH3:20][OH:21].[CH3:30][CH2:31][O:32][C:33](=[O:34])[CH3:35]>>[CH3:1][c:2]1[cH:3][c:4]([CH:7]2[CH2:8][CH2:9][N:10]([C:13](=[O:14])[O:15][C:16]([CH3:17])([CH3:18])[CH3:19])[CH2:11][CH2:12]2)[s:5][c:6]1[Br:22]. Reactants: Cc1ccc2c(c1)c1c(n2CCc2ccccc2)CCN(C(=O)OCC(Cl)(Cl)Cl)C1, CC(=O)O, [Na+], O=C([O-])O. Product: Cc1ccc2c(c1)c1c(n2CCc2ccccc2)CCNC1. RXN SMILES: [CH3:1][c:2]1[cH:3][c:4]2[c:5]3[c:6]([n:7]([CH2:11][CH2:12][c:13]4[cH:14][cH:15][cH:16][cH:17][cH:18]4)[c:8]2[cH:9][cH:10]1)[CH2:19][CH2:20][N:21]([C:23]([O:24][CH2:25][C:26]([Cl:27])([Cl:28])[Cl:29])=[O:30])[CH2:22]3.[CH3:36][C:37](=[O:38])[OH:39].[Na+:35].[O-:31][C:32]([OH:33])=[O:34]>>[CH3:1][c:2]1[cH:3][c:4]2[c:5]3[c:6]([n:7]([CH2:11][CH2:12][c:13]4[cH:14][cH:15][cH:16][cH:17][cH:18]4)[c:8]2[cH:9][cH:10]1)[CH2:19][CH2:20][NH:21][CH2:22]3. Starting materials: CCCN(CCCCC(=O)OC)c1ncc(Br)cc1C=O, C[O-], COC(=O)OC, CO, [Na+], O. Product: CCCN1CCCC(C(=O)OC)=Cc2cc(Br)cnc21. As a reaction SMILES: [Br:1][c:2]1[cH:3][c:4]([CH:20]=[O:21])[c:5]([N:8]([CH2:9][CH2:10][CH2:11][CH2:12][C:13](=[O:14])[O:15][CH3:16])[CH2:17][CH2:18][CH3:19])[n:6][cH:7]1.[CH3:22][O-:23].[CH3:26][O:27][C:28]([O:29][CH3:30])=[O:31].[CH3:32][OH:33].[Na+:24].[OH2:25]>>[Br:1][c:2]1[cH:3][c:4]2[c:5]([n:6][cH:7]1)[N:8]([CH2:17][CH2:18][CH3:19])[CH2:9][CH2:10][CH2:11][C:12]([C:13](=[O:14])[O:15][CH3:16])=[CH:20]2. Starting materials: C1(CCCCC1)N1C(C(CC1)CC1=C(C=C(C=C1Cl)C1=CC=C(C=C1)O)Cl)=O (1-cyclohexyl-3-(3,5-dichloro-4′-hydroxy-biphenyl-4-ylmethyl)-pyrrolidin-2-one), solution, CC(C)([O-])C.[K+] (potassium tert-butoxide), C1(CCO1)=O (beta-propiolactone). Solvent: C1CCOC1 (THF), C1CCOC1 (THF), C1CCOC1 (THF). Run at time 5 minute. Product: ClC=1C=C(C=C(C1CC1C(N(CC1)C1CCCCC1)=O)Cl)C1=CC=C(C=C1)OCCC(=O)O (3-[3′,5′-Dichloro-4′-(1-cyclohexyl-2-oxo-pyrrolidin-3-ylmethyl)-biphenyl-4-yloxy]-propionic acid). Isolated yield 11.3%. RXN SMILES: [CH:1]1([N:7]2[CH2:11][CH2:10][CH:9]([CH2:12][C:13]3[C:18]([Cl:19])=[CH:17][C:16]([C:20]4[CH:25]=[CH:24][C:23]([OH:26])=[CH:22][CH:21]=4)=[CH:15][C:14]=3[Cl:27])[C:8]2=[O:28])[CH2:6][CH2:5][CH2:4][CH2:3][CH2:2]1.CC(C)([O-])C.[K+].[C:35]1(=[O:39])[O:38][CH2:37][CH2:36]1>C1COCC1>[Cl:19][C:18]1[CH:17]=[C:16]([C:20]2[CH:25]=[CH:24][C:23]([O:26][CH2:37][CH2:36][C:35]([OH:39])=[O:38])=[CH:22][CH:21]=2)[CH:15]=[C:14]([Cl:27])[C:13]=1[CH2:12][CH:9]1[CH2:10][CH2:11][N:7]([CH:1]2[CH2:6][CH2:5][CH2:4][CH2:3][CH2:2]2)[C:8]1=[O:28] |f:1.2|. Procedure: Treat a solution of 1-cyclohexyl-3-(3,5-dichloro-4′-hydroxy-biphenyl-4-ylmethyl)-pyrrolidin-2-one (55) (0.20 g, 0.47 mmol) in THF (3 mL) with a 1 molar solution of potassium tert-butoxide in THF (0.50 mL, 0.49 mmol) and stir for 5 minutes at room temperature. Add dropwise a solution of beta-propiolactone (0.038 g, 0.527 mmol) in THF (3 mL) and stir the reaction at room temperature for 16 hours under N2. Quench the reaction with 1 N HCl, extract with ethyl acetate and water, dry the organic layer... Starting materials: COc1ccc(N(C)c2nc(NCCNC(=O)OC(C)(C)C)nc3ccccc23)cc1OC, CC(C)(C)OC(=O)NCCN, CCN(C(C)C)C(C)C, CCCCO, COc1ccc(N(C)c2nc(Cl)nc3ccccc23)cc1OC. RXN SMILES: [C:1]([O:2][C:3](=[O:4])[NH:7][CH2:8][CH2:9][NH:10][c:11]1[n:12][c:13]2[cH:14][cH:15][cH:16][cH:17][c:18]2[c:19]([N:21]([CH3:22])[c:23]2[cH:24][c:25]([O:31][CH3:32])[c:26]([O:29][CH3:30])[cH:27][cH:28]2)[n:20]1)([CH3:5])([CH3:6])[CH3:33].[C:66]([O:67][C:68](=[O:69])[NH:70][CH2:71][CH2:72][NH2:73])([CH3:74])([CH3:75])[CH3:76].[CH2:57]([N:58]([CH:59]([CH3:60])[CH3:61])[CH:62]([CH3:63])[CH3:64])[CH3:65].[CH2:77]([OH:78])[CH2:79][CH2:80][CH3:81].[Cl:34][c:35]1[n:36][c:37]([N:38]([c:39]2[cH:40][cH:41][c:42]([O:43][CH3:44])[c:45]([O:46][CH3:47])[cH:48]2)[CH3:49])[c:50]2[c:51]([cH:52][cH:53][cH:54][cH:55]2)[n:56]1>>[NH2:7][CH2:8][CH2:9][NH:10][c:11]1[n:12][c:13]2[cH:14][cH:15][cH:16][cH:17][c:18]2[c:19]([N:21]([CH3:22])[c:23]2[cH:24][c:25]([O:31][CH3:32])[c:26]([O:29][CH3:30])[cH:27][cH:28]2)[n:20]1. The product is COc1ccc(N(C)c2nc(NCCN)nc3ccccc23)cc1OC.